From a dataset of the Open Reaction Database (ORD), a public repository of structured organic reaction records. describe an organic reaction: reactants, conditions, products, and yield Reactants: C(C)(C)(C)C=1C=C(OC2=CC(=C(C=C2C)[N+](=O)[O-])C)C=CC1Cl (4-(3-t-butyl-4-chlorphenoxy)-2,5-dimethylnitrobenzene), O.NN (hydrazine hydrate). The reagents and catalysts are [Pd] (Pd/C), [Pd] (Pd). The solvent is C(CC)O (n-propanol). Yields the product C(C)(C)(C)C=1C=C(OC=2C=C(C(N)=CC2C)C)C=CC1Cl (4-(3-t-butyl-4-chlorphenoxy)-2,5-xylidine). RXN SMILES: [C:1]([C:5]1[CH:6]=[C:7]([CH:20]=[CH:21][C:22]=1[Cl:23])[O:8][C:9]1[C:14]([CH3:15])=[CH:13][C:12]([N+:16]([O-])=O)=[C:11]([CH3:19])[CH:10]=1)([CH3:4])([CH3:3])[CH3:2].O.NN>C(O)CC.[Pd]>[C:1]([C:5]1[CH:6]=[C:7]([CH:20]=[CH:21][C:22]=1[Cl:23])[O:8][C:9]1[CH:10]=[C:11]([CH3:19])[C:12](=[CH:13][C:14]=1[CH3:15])[NH2:16])([CH3:4])([CH3:2])[CH3:3] |f:1.2|. Reported procedure: A solution of 40 g (119 mmol) of 4-(3-t-butyl-4-chlorphenoxy)-2,5-dimethylnitrobenzene in 30 ml of n-propanol was treated dropwise with hydrazine hydrate (17.3 ml, 356 mmol), then Pd/C was added (5% on charcoal, 400 mg, 0.2 mmol of Pd) and the mixture was heated to reflux for 10 hrs. After cooling to room temperature the mixture was filtrated, the residue was washed with methanol and the combined filtrates were evaporated. The residue was dissolved in dichloromethane, and the solution was extrac...